Dataset: the Open Reaction Database (ORD), a public repository of structured organic reaction records. Task: describe an organic reaction: reactants, conditions, products, and yield The reactants are CCOC(=O)c1cccc2cccc(Br)c12, Cc1ccccc1, C=C[Sn](CCCC)(CCCC)CCCC, [F-], [K+], c1ccc(P(c2ccccc2)(c2ccccc2)[Pd](P(c2ccccc2)(c2ccccc2)c2ccccc2)(P(c2ccccc2)(c2ccccc2)c2ccccc2)P(c2ccccc2)(c2ccccc2)c2ccccc2)cc1. Yields the product C=Cc1cccc2cccc(C(=O)OCC)c12. RXN SMILES: [CH2:1]([CH3:2])[O:3][C:4](=[O:5])[c:6]1[cH:7][cH:8][cH:9][c:10]2[cH:11][cH:12][cH:13][c:14]([Br:16])[c:15]12.[CH3:34][c:35]1[cH:36][cH:37][cH:38][cH:39][cH:40]1.[CH:17](=[CH2:18])[Sn:19]([CH2:20][CH2:21][CH2:22][CH3:23])([CH2:24][CH2:25][CH2:26][CH3:27])[CH2:28][CH2:29][CH2:30][CH3:31].[F-:32].[K+:33].[cH:41]1[cH:42][cH:43][c:44]([P:45]([Pd:46]([P:47]([c:48]2[cH:49][cH:50][cH:51][cH:52][cH:53]2)([c:54]2[cH:55][cH:56][cH:57][cH:58][cH:59]2)[c:60]2[cH:61][cH:62][cH:63][cH:64][cH:65]2)([P:66]([c:67]2[cH:68][cH:69][cH:70][cH:71][cH:72]2)([c:73]2[cH:74][cH:75][cH:76][cH:77][cH:78]2)[c:79]2[cH:80][cH:81][cH:82][cH:83][cH:84]2)[P:85]([c:86]2[cH:87][cH:88][cH:89][cH:90][cH:91]2)([c:92]2[cH:93][cH:94][cH:95][cH:96][cH:97]2)[c:98]2[cH:99][cH:100][cH:101][cH:102][cH:103]2)([c:104]2[cH:105][cH:106][cH:107][cH:108][cH:109]2)[c:110]2[cH:111][cH:112][cH:113][cH:114][cH:115]2)[cH:116][cH:117]1>>[CH2:1]([CH3:2])[O:3][C:4](=[O:5])[c:6]1[cH:7][cH:8][cH:9][c:10]2[cH:11][cH:12][cH:13][c:14]([CH:17]=[CH2:18])[c:15]12. The reactants are CO, CC(C(=O)OCc1ccc([N+](=O)[O-])cc1)N(C(=O)OC(C)(C)C)C1CC1, [Na+], [OH-], O. Yields the product CC(C(=O)O)N(C(=O)OC(C)(C)C)C1CC1. Reaction SMILES: [CH3:30][OH:31].[N+:1]([c:2]1[cH:3][cH:4][c:5]([CH2:6][O:9][C:10]([CH:11]([N:12]([CH:13]2[CH2:14][CH2:15]2)[C:16](=[O:17])[O:18][C:19]([CH3:20])([CH3:21])[CH3:22])[CH3:23])=[O:24])[cH:7][cH:8]1)([O-:25])=[O:26].[Na+:28].[OH-:27].[OH2:29]>>[O:9]=[C:10]([CH:11]([N:12]([CH:13]1[CH2:14][CH2:15]1)[C:16](=[O:17])[O:18][C:19]([CH3:20])([CH3:21])[CH3:22])[CH3:23])[OH:24]. Reactants: BrC1=C(CO)C=CC=C1 (2-bromobenzyl alcohol), [H-].[Na+] (sodium hydride), FC=1C=C(C#N)C=CC1OC (3-fluoro-4-methoxybenzonitrile). Run in CN(C)C=O (DMF). Conditions: temperature 90 celsius. Yields the product BrC1=C(COC=2C=C(C#N)C=CC2OC)C=CC=C1 (3-(o-Bromobenzyloxy)-4-methoxybenzonitrile). Isolated yield 71.4%. Reaction SMILES: [Br:1][C:2]1[CH:9]=[CH:8][CH:7]=[CH:6][C:3]=1[CH2:4][OH:5].[H-].[Na+].F[C:13]1[CH:14]=[C:15]([CH:18]=[CH:19][C:20]=1[O:21][CH3:22])[C:16]#[N:17]>CN(C=O)C>[Br:1][C:2]1[CH:9]=[CH:8][CH:7]=[CH:6][C:3]=1[CH2:4][O:5][C:13]1[CH:14]=[C:15]([CH:18]=[CH:19][C:20]=1[O:21][CH3:22])[C:16]#[N:17] |f:1.2|. Procedure details: To a solution of 2-bromobenzyl alcohol (16.50 g, 88.2 mmol) in DMF (100 ml) was added sodium hydride (60% dispersion in mineral oil, 2.94 g, 73.5 mmol) and this was followed by 3-fluoro-4-methoxybenzonitrile (8.88 g, 58.8 mmol) and the resulting mixture was heated to 90° C. for 2 h under N2. After cooling, the mixture was partitioned between ether and H2O, the organic layer washed sequentially with 0.5 N HCl and saturated brine and then dried over MgSO4. Trituration with ether/pentane (1/3, v/v)...